From a dataset of the Open Reaction Database (ORD), a public repository of structured organic reaction records. describe an organic reaction: reactants, conditions, products, and yield The reactants are COC(NC=1SC2=C(N1)C(=CC=C2I)OC)=O ((7-iodo-4-methoxy-benzothiazol-2-yl)-carbamic acid methyl ester), C(CCC)[Sn](C1=CCCCC1)(CCCC)CCCC (tri-n-butyl-(1-cyclohex-1-enyl)-stannane), O1C(=CC=C1)P(C=1OC=CC1)C=1OC=CC1 (trifurylphosphine). The reagents and catalysts are C=1C=CC(=CC1)/C=C/C(=O)/C=C/C2=CC=CC=C2.C=1C=CC(=CC1)/C=C/C(=O)/C=C/C2=CC=CC=C2.[Pd] (bis(dibenzylideneacetone)palladium). The solvent is O1CCOCC1 (dioxane). Run at temperature 100 celsius. The product is COC(NC=1SC2=C(N1)C(=CC=C2C2=CCCCC2)OC)=O ((7-Cyclohex-1-enyl-4-methoxy-benzothiazol-2-yl)-carbamic acid methyl ester). Yield: 18.6%. Reaction SMILES: [CH3:1][O:2][C:3](=[O:17])[NH:4][C:5]1[S:6][C:7]2[C:13](I)=[CH:12][CH:11]=[C:10]([O:15][CH3:16])[C:8]=2[N:9]=1.C([Sn](CCCC)(CCCC)[C:23]1[CH2:28][CH2:27][CH2:26][CH2:25][CH:24]=1)CCC.O1C=CC=C1P(C1OC=CC=1)C1OC=CC=1>O1CCOCC1.C1C=CC(/C=C/C(/C=C/C2C=CC=CC=2)=O)=CC=1.C1C=CC(/C=C/C(/C=C/C2C=CC=CC=2)=O)=CC=1.[Pd]>[CH3:1][O:2][C:3](=[O:17])[NH:4][C:5]1[S:6][C:7]2[C:13]([C:23]3[CH2:28][CH2:27][CH2:26][CH2:25][CH:24]=3)=[CH:12][CH:11]=[C:10]([O:15][CH3:16])[C:8]=2[N:9]=1 |f:4.5.6|. Procedure details: To a stirred solution of 100 mg (0.27 mmol) (7-iodo-4-methoxy-benzothiazol-2-yl)-carbamic acid methyl ester in 3 ml dioxane were added 0.2 g (0.54 mmol) tri-n-butyl-(1-cyclohex-1-enyl)-stannane, 5.0 mg (0.009 mmol) bis(dibenzylideneacetone)palladium and 10 mg (0.043 mmol) trifurylphosphine. The mixture was heated at 100° C. for 16 h and then poured onto water and extracted three times with ethyl acetate. The combined organic phases were dried over sodium sulfate and concentrated in vacuo. Flash ... Starting materials: acid chloride, C(C(=O)Cl)(=O)Cl (Oxalyl chloride), N(=[N+]=[N-])C=1C=C(C(=O)O)C=CC1C (3-azido-4-methyl benzoic acid), NC=1C=C(C=C(C1OC)NS(=O)(=O)C)C(COC(C)=O)(C)C (acetic acid 2-(3-amino-5-methanesulfonylamino-4-methoxy-phenyl)-2-methyl-propyl ester), N1=C(C=CC=C1C)C (2,6-lutidine). The reagents and catalysts are CN(C)C=O (DMF). Solvent: C1CCOC1 (THF), C(Cl)Cl (CH2Cl2), C(Cl)Cl (CH2Cl2), C(Cl)Cl.C1CCOC1 (CH2Cl2 THF). Run at time 1 hour. The product is N(=[N+]=[N-])C=1C=C(C(=O)NC=2C=C(C=C(C2OC)NS(=O)(=O)C)C(COC(C)=O)(C)C)C=CC1C (acetic acid 2-[3-(3-azido-4-methyl-benzoylamino)-5-methanesulfonylamino-4-methoxy-phenyl]-2-methyl-propyl ester). Yield: 86.8%. Reaction SMILES: C(Cl)(=O)C(Cl)=O.[N:7]([C:10]1[CH:11]=[C:12]([CH:16]=[CH:17][C:18]=1[CH3:19])[C:13]([OH:15])=O)=[N+:8]=[N-:9].[NH2:20][C:21]1[CH:22]=[C:23]([C:34]([CH3:41])([CH3:40])[CH2:35][O:36][C:37](=[O:39])[CH3:38])[CH:24]=[C:25]([NH:29][S:30]([CH3:33])(=[O:32])=[O:31])[C:26]=1[O:27][CH3:28].N1C(C)=CC=CC=1C>C(Cl)Cl.C1COCC1.CN(C=O)C.C1COCC1.C(Cl)Cl>[N:7]([C:10]1[CH:11]=[C:12]([CH:16]=[CH:17][C:18]=1[CH3:19])[C:13]([NH:20][C:21]1[CH:22]=[C:23]([C:34]([CH3:41])([CH3:40])[CH2:35][O:36][C:37](=[O:39])[CH3:38])[CH:24]=[C:25]([NH:29][S:30]([CH3:33])(=[O:32])=[O:31])[C:26]=1[O:27][CH3:28])=[O:15])=[N+:8]=[N-:9] |f:4.5|. Reported procedure: Oxalyl chloride (0.11 mL, 1.3 mmol) was added to a stirring suspension of 148 mg (0.84 mmol) of 3-azido-4-methyl benzoic acid in 5 mL of 1:1 CH2Cl2/THF followed by 1 drop of 10% DMF in THF. After stirring for 1 h, the now homogeneous mixture was concentrated to provide a dark oil. The acid chloride was dissolved in 5 mL of CH2Cl2 and 185 mg (0.56 mmol) of acetic acid 2-(3-amino-5-methanesulfonylamino-4-methoxy-phenyl)-2-methyl-propyl ester was added along with 0.2 mL (1.7 mmol) of 2,6-lutidine. ... The reactants are BrCCCN1C(SC2=C1C=CC=C2)=O (3-(3-bromopropyl)-2(3H)-benzothiazolone), ClC1=CC2=C(N(C(N2)=O)C2CCNCC2)C=C1 (5-chloro-1,3-dihydro-1-(4-piperidinyl)-2H-benzimidazol-2-one), C([O-])([O-])=O.[Na+].[Na+] (sodium carbonate), [I-].[K+] (potassium iodide). Run in O (water), O (water), CC(CC(C)=O)C (4-methyl-2-pentanone). Yields the product ClC1=CC2=C(N(C(N2)=O)C2CCN(CC2)CCCN2C(SC3=C2C=CC=C3)=O)C=C1 (5-chloro-1,3-dihydro-1-{1-[3-(2-oxo-3(2H)-benzothiazolyl)propyl]-4-piperidinyl}-2H-benzimidazol-2-one). Yield: 31.0%. RXN SMILES: Br[CH2:2][CH2:3][CH2:4][N:5]1[C:9]2[CH:10]=[CH:11][CH:12]=[CH:13][C:8]=2[S:7][C:6]1=[O:14].[Cl:15][C:16]1[CH:31]=[CH:30][C:19]2[N:20]([CH:24]3[CH2:29][CH2:28][NH:27][CH2:26][CH2:25]3)[C:21](=[O:23])[NH:22][C:18]=2[CH:17]=1.C(=O)([O-])[O-].[Na+].[Na+].[I-].[K+]>O.CC(C)CC(=O)C>[Cl:15][C:16]1[CH:31]=[CH:30][C:19]2[N:20]([CH:24]3[CH2:25][CH2:26][N:27]([CH2:2][CH2:3][CH2:4][N:5]4[C:9]5[CH:10]=[CH:11][CH:12]=[CH:13][C:8]=5[S:7][C:6]4=[O:14])[CH2:28][CH2:29]3)[C:21](=[O:23])[NH:22][C:18]=2[CH:17]=1 |f:2.3.4,5.6|. Procedure details: A mixture of 5.4 parts of 3-(3-bromopropyl)-2(3H)-benzothiazolone, 4.5 parts of 5-chloro-1,3-dihydro-1-(4-piperidinyl)-2H-benzimidazol-2-one, 5.3 parts of sodium carbonate, 0.1 parts of potassium iodide and 200 parts of 4-methyl-2-pentanone is stirred and refluxed for 3 hours with water-separator. After cooling, water is added and the layers are separated. The organic phase is dried, filtered and evaporated. The residue is crystallized from a mixture of 4-methyl-2-pentanone and 2-proanone. The p... The reactants are CC(=O)[O-], CC(=O)[O-], Cc1ccccc1, OB(O)C1CC1, C1CCC(P(C2CCCCC2)C2CCCCC2)CC1, O=C(NCc1ccc(F)cc1)c1ccc(S(=O)(=O)n2cc(I)c3ccccc32)cc1, [K+], [K+], [K+], O, O=P([O-])([O-])[O-], [Pd+2]. Yields the product O=C(NCc1ccc(F)cc1)c1ccc(S(=O)(=O)n2cc(C3CC3)c3ccccc32)cc1. As a reaction SMILES: [C:72]([O-:73])(=[O:74])[CH3:75].[C:77]([O-:78])(=[O:79])[CH3:80].[CH3:64][c:65]1[cH:66][cH:67][cH:68][cH:69][cH:70]1.[CH:31]1([B:34]([OH:35])[OH:36])[CH2:32][CH2:33]1.[CH:37]1([P:38]([CH:39]2[CH2:40][CH2:41][CH2:42][CH2:43][CH2:44]2)[CH:45]2[CH2:46][CH2:47][CH2:48][CH2:49][CH2:50]2)[CH2:51][CH2:52][CH2:53][CH2:54][CH2:55]1.[F:1][c:2]1[cH:3][cH:4][c:5]([CH2:6][NH:7][C:8]([c:9]2[cH:10][cH:11][c:12]([S:15](=[O:16])(=[O:17])[n:18]3[cH:19][c:20]([I:27])[c:21]4[cH:22][cH:23][cH:24][cH:25][c:26]34)[cH:13][cH:14]2)=[O:28])[cH:29][cH:30]1.[K+:61].[K+:62].[K+:63].[OH2:71].[P:56]([O-:57])([O-:58])([O-:59])=[O:60].[Pd+2:76]>>[F:1][c:2]1[cH:3][cH:4][c:5]([CH2:6][NH:7][C:8]([c:9]2[cH:10][cH:11][c:12]([S:15](=[O:16])(=[O:17])[n:18]3[cH:19][c:20]([CH:31]4[CH2:32][CH2:33]4)[c:21]4[cH:22][cH:23][cH:24][cH:25][c:26]34)[cH:13][cH:14]2)=[O:28])[cH:29][cH:30]1. Reactants: CCN(CC1CCN(Cc2ccccc2)CC1)c1ncccc1NC(C)C, CCO, [H][H], [OH-], [OH-], [Pt+2]. Product: CCN(CC1CCNCC1)c1ncccc1NC(C)C. As a reaction SMILES: [CH2:1]([c:2]1[cH:3][cH:4][cH:5][cH:6][cH:7]1)[N:8]1[CH2:9][CH2:10][CH:11]([CH2:14][N:15]([c:16]2[n:17][cH:18][cH:19][cH:20][c:21]2[NH:22][CH:23]([CH3:24])[CH3:25])[CH2:26][CH3:27])[CH2:12][CH2:13]1.[CH3:30][CH2:31][OH:32].[H:28][H:29].[OH-:33].[OH-:35].[Pt+2:34]>>[NH:8]1[CH2:9][CH2:10][CH:11]([CH2:14][N:15]([c:16]2[n:17][cH:18][cH:19][cH:20][c:21]2[NH:22][CH:23]([CH3:24])[CH3:25])[CH2:26][CH3:27])[CH2:12][CH2:13]1. Starting materials: CS(=O)(=O)CCOC=1C=C(C=C(C1)N1CCCC1)C=1N=C2C(=NC1)N(C=C2C(C(C)(C)C)=O)COCC[Si](C)(C)C (1-[2-[3-(2-methanesulfonyl-ethoxy)-5-pyrrolidin-1-yl-phenyl]-5-(2-trimethylsilanyl-ethoxymethyl)-5H-pyrrolo[2,3-b]pyrazin-7-yl]-2,2-dimethyl-propan-1-one), C(=O)(O)[O-].[Na+] (NaHCO3), CO (methanol), Cl (HCl). Solvent: CCOC(=O)C (EtOAc). Run at time 50 minute. Yields the product CS(=O)(=O)CCOC=1C=C(C=C(C1)N1CCCC1)C=1N=C2C(=NC1)NC=C2C(C(C)(C)C)=O (1-{2-[3-(2-methanesulfonyl-ethoxy)-5-pyrrolidin-1-yl-phenyl]-5H-pyrrolo[2,3-b]pyrazin-7-yl}-2,2-dimethyl-propan-1-one). Yield: 62.1%. Reaction SMILES: [CH3:1][S:2]([CH2:5][CH2:6][O:7][C:8]1[CH:9]=[C:10]([C:19]2[N:20]=[C:21]3[C:27]([C:28](=[O:33])[C:29]([CH3:32])([CH3:31])[CH3:30])=[CH:26][N:25](COCC[Si](C)(C)C)[C:22]3=[N:23][CH:24]=2)[CH:11]=[C:12]([N:14]2[CH2:18][CH2:17][CH2:16][CH2:15]2)[CH:13]=1)(=[O:4])=[O:3].CO.Cl.C([O-])(O)=O.[Na+]>CCOC(C)=O>[CH3:1][S:2]([CH2:5][CH2:6][O:7][C:8]1[CH:9]=[C:10]([C:19]2[N:20]=[C:21]3[C:27]([C:28](=[O:33])[C:29]([CH3:31])([CH3:30])[CH3:32])=[CH:26][NH:25][C:22]3=[N:23][CH:24]=2)[CH:11]=[C:12]([N:14]2[CH2:18][CH2:17][CH2:16][CH2:15]2)[CH:13]=1)(=[O:4])=[O:3] |f:3.4|. Procedure: To a flask containing 1-[2-[3-(2-methanesulfonyl-ethoxy)-5-pyrrolidin-1-yl-phenyl]-5-(2-trimethylsilanyl-ethoxymethyl)-5H-pyrrolo[2,3-b]pyrazin-7-yl]-2,2-dimethyl-propan-1-one (75 mg, 0.13 mmol) was added methanol (1 ml) and aqueous 6N HCl (1.5 ml). The flask was capped and placed in a heated oil bath (90° C.). After stirring for 50 minutes the mixture was cooled to ambient and the volatiles were stripped (rotovap/pump). The remainder was taken up in EtOAc (15 ml) and 5% aqueous NaHCO3 (15 ml) a...